From a dataset of the Open Reaction Database (ORD), a public repository of structured organic reaction records. describe an organic reaction: reactants, conditions, products, and yield Starting materials: COC(NCCC1=CC(=CC=C1)Cl)=O ([2-(3-chloro-phenyl)-ethyl]-carbamic acid methyl ester), PPA, ice water, N (ammonia). As a reaction SMILES: C[O:2][C:3](=O)[NH:4][CH2:5][CH2:6][C:7]1[CH:12]=[CH:11][CH:10]=[C:9]([Cl:13])[CH:8]=1.N>>[Cl:13][C:9]1[CH:8]=[C:7]2[C:12](=[CH:11][CH:10]=1)[C:3](=[O:2])[NH:4][CH2:5][CH2:6]2. Reported procedure: Under N2 protection, a mixture of [2-(3-chloro-phenyl)-ethyl]-carbamic acid methyl ester (5.0 g, 23.4 mmol) and PPA (polyphosphoric acid) (20 g) in a 250 mL round-bottom flask was vigorously stirred at 120° C. for 2 hours. After cooling to room temperature, the reaction mixture was treated with ice-water and aqueous ammonia solution to adjust the pH to 8. Then, the mixture was then extracted with EtOAc, and the organic layer was washed with brine, dried over anhy. Na2SO4 and filtered. After remo... Conditions: temperature 120 celsius, time 2 hour. Yield: 39.1%. Yields the product ClC=1C=C2CCNC(C2=CC1)=O (6-Chloro-3,4-dihydro-2H-isoquinolin-1-one). Starting materials: CCO, Cc1c([N+](=O)[O-])ccc2cc[nH]c12, [H][H]. Yields the product Cc1c(N)ccc2cc[nH]c12. Reaction SMILES: [CH3:16][CH2:17][OH:18].[CH3:1][c:2]1[c:3]([N+:11]([O-:12])=[O:13])[cH:4][cH:5][c:6]2[cH:7][cH:8][nH:9][c:10]12.[H:14][H:15]>>[CH3:1][c:2]1[c:3]([NH2:11])[cH:4][cH:5][c:6]2[cH:7][cH:8][nH:9][c:10]12. Starting materials: C, COCC(NC(=O)OCc1ccccc1)C(=O)C(C)(C)C(=O)[O-], CO, [Pd]. Product: COCC1NC(=O)C(C)(C)C1=O. As a reaction SMILES: [C:26].[CH2:1]([O:2][C:3](=[O:5])[NH:11][CH:12]([C:13]([C:14]([C:15]([O-:4])=[O:16])([CH3:18])[CH3:19])=[O:20])[CH2:21][O:22][CH3:23])[c:6]1[cH:7][cH:8][cH:9][cH:10][cH:17]1.[CH3:24][OH:25].[Pd:27]>>[NH:11]1[CH:12]([CH2:21][O:22][CH3:23])[C:13](=[O:20])[C:14]([CH3:18])([CH3:19])[C:15]1=[O:16]. The reactants are S(=O)(=O)([O-])[O-].[Na+].[Na+] (Sodium sulfate), [H-].[Al+3].[Li+].[H-].[H-].[H-] (lithium aluminum hydride), CC(=CCCC(=O)OC)CCCC(CCCC(CCCC(C)C)C)C (methyl 5,9,13,17-tetramethyloctadec-4-enoate), O (water). The solvent is O1CCCC1 (tetrahydrofuran). Run at temperature 50 celsius, time 2 hour. Yields the product CC(=CCCCO)CCCC(CCCC(CCCC(C)C)C)C (5,9,13,17-tetramethyloctadec-4-en-1-ol). The yield is 97.0%. Reaction SMILES: [H-].[Al+3].[Li+].[H-].[H-].[H-].[CH3:7][C:8]([CH2:16][CH2:17][CH2:18][CH:19]([CH3:31])[CH2:20][CH2:21][CH2:22][CH:23]([CH3:30])[CH2:24][CH2:25][CH2:26][CH:27]([CH3:29])[CH3:28])=[CH:9][CH2:10][CH2:11][C:12](OC)=[O:13].O.S([O-])([O-])(=O)=O.[Na+].[Na+]>O1CCCC1>[CH3:7][C:8]([CH2:16][CH2:17][CH2:18][CH:19]([CH3:31])[CH2:20][CH2:21][CH2:22][CH:23]([CH3:30])[CH2:24][CH2:25][CH2:26][CH:27]([CH3:29])[CH3:28])=[CH:9][CH2:10][CH2:11][CH2:12][OH:13] |f:0.1.2.3.4.5,8.9.10|. Reported procedure: Under a nitrogen atmosphere, 9.6 g (0.25 mol) of lithium aluminum hydride was added little by little at 0° C. to a solution of 150 g (0.425 mol) of methyl 5,9,13,17-tetramethyloctadec-4-enoate in dry tetrahydrofuran (850 mL). After being stirred at 50° C. for 2 hours, the reaction mixture was cooled on ice, followed by careful addition of water until the resulting gray suspension turned white. Sodium sulfate was added to the solution at room temperature for drying. After filtration, the filtrate... RXN SMILES: [CH:1]1([N:7]([C@H:21]2[CH2:26][CH2:25][C@H:24](COC)[CH2:23][CH2:22]2)[C:8](=[O:20])[NH:9][C:10]2[S:11][C:12]([S:15][CH2:16]C(O)=O)=[CH:13][N:14]=2)[CH2:6][CH2:5][CH2:4][CH2:3][CH2:2]1.C1(N[C@H]2CC[C@H]([CH2:43][O:44][CH3:45])CC2)CCCCC1.C([O:48][C:49](=[O:59])[CH:50](SC1SC(N)=NC=1)C)C>>[CH:1]1([N:7]([C@H:21]2[CH2:22][CH2:23][C@H:24]([CH2:45][O:44][CH3:43])[CH2:25][CH2:26]2)[C:8](=[O:20])[NH:9][C:10]2[S:11][C:12]([S:15][CH2:16][CH2:50][C:49]([OH:59])=[O:48])=[CH:13][N:14]=2)[CH2:2][CH2:3][CH2:4][CH2:5][CH2:6]1. Reactants: C1(CCCCC1)N(C(NC=1SC(=CN1)SCC(=O)O)=O)[C@@H]1CC[C@H](CC1)COC ({2-[3-cyclohexyl-3-(trans-4-methoxymethyl-cyclohexyl)-ureido]-thiazol-5-ylsulfanyl}-acetic acid), C1(CCCCC1)N[C@@H]1CC[C@H](CC1)COC (cyclohexyl-(trans-4-methoxymethyl-cyclohexyl)-amine), C(C)OC(C(C)SC1=CN=C(S1)N)=O ((2-amino-thiazol-5-ylsulfanyl)-propionic acid ethyl ester). Procedure: Prepared in a similar manner to {2-[3-cyclohexyl-3-(trans-4-methoxymethyl-cyclohexyl)-ureido]-thiazol-5-ylsulfanyl}-acetic acid via cyclohexyl-(trans-4-methoxymethyl-cyclohexyl)-amine and (2-amino-thiazol-5-ylsulfanyl)-propionic acid ethyl ester to give the title compound. The product is C1(CCCCC1)N(C(NC=1SC(=CN1)SCCC(=O)O)=O)[C@@H]1CC[C@H](CC1)COC (3-{2-[3-Cyclohexyl-3-(trans-4-methoxymethyl-cyclohexyl)-ureido]-thiazol-5-ylsulfanyl}-propionic acid). Reactants: C(#N)CNC([C@H](CC(C)C)O[C@@H](C1=CC=C(C=C1)C=1C=NC=CC1)C1=CC=CC=C1)=O ((2S)-N-(cyanomethyl)-4-methyl-2-{[(R)-phenyl(4-pyridin-3-ylphenyl)methyl]oxy}pentanamide), [I-].[NH+]1=CC=CC=C1 (pyridinium iodide salt). Solvent: C(C)OCC (diethyl ether). Product: [I-].C(#N)CNC(=O)[C@H](CC(C)C)O[C@@H](C1=CC=C(C=C1)C=1C=[N+](C=CC1)C)C1=CC=CC=C1 (3-{4-[(R)-[((1S)-1-{[(cyanomethyl)amino]carbonyl}-3-methylbutyl)oxy](phenyl)methyl]phenyl}-1-methylpyridinium iodide). RXN SMILES: [C:1]([CH2:3][NH:4][C:5](=[O:31])[C@@H:6]([O:11][C@H:12]([C:25]1[CH:30]=[CH:29][CH:28]=[CH:27][CH:26]=1)[C:13]1[CH:18]=[CH:17][C:16]([C:19]2[CH:20]=[N:21][CH:22]=[CH:23][CH:24]=2)=[CH:15][CH:14]=1)[CH2:7][CH:8]([CH3:10])[CH3:9])#[N:2].[I-:32].[NH+]1C=CC=C[CH:34]=1>C(OCC)C>[I-:32].[C:1]([CH2:3][NH:4][C:5]([C@@H:6]([O:11][C@H:12]([C:25]1[CH:30]=[CH:29][CH:28]=[CH:27][CH:26]=1)[C:13]1[CH:18]=[CH:17][C:16]([C:19]2[CH:20]=[N+:21]([CH3:34])[CH:22]=[CH:23][CH:24]=2)=[CH:15][CH:14]=1)[CH2:7][CH:8]([CH3:10])[CH3:9])=[O:31])#[N:2] |f:1.2,4.5|. Procedure details: Using the same procedure as described for example 36 step 3 (2S)-N-(cyanomethyl)-4-methyl-2-{[(R)-phenyl(4-pyridin-3-ylphenyl)methyl]oxy}pentanamide (150 mg, 0.36 mmol) was converted to its pyridinium iodide salt. The salt was swished with diethyl ether (20 mL) for 18 h and the title compound was filtered off as an amorphous solid.